Dataset: the Open Reaction Database (ORD), a public repository of structured organic reaction records. Task: describe an organic reaction: reactants, conditions, products, and yield The reactants are C1(=CC=CC=C1)COC=1C=CC(C2=C3C(=NC21)CCCC3)CCCCCCCC (1,2,3,4-tetrahydro-6-phenylmethoxy-9-octyl-9H-dibenzo-[b,d]pyrrole), material, C(C)(=O)OCC (ethyl acetate). Reagents/catalysts: [Pd] (Palladium on carbon). The solvent is C(C)O (ethanol). Yields the product C(CCCCCCC)C1C=CC=C2C1=C1C(=N2)CC(CC1)O (1,2,3,4-tetrahydro-9-octyl-9H-dibenzo[b,d]pyrrol-3-ol). Yield: 98.5%. Reaction SMILES: C1(CO[C:9]2[CH:10]=[CH:11][CH:12]([CH2:22][CH2:23][CH2:24][CH2:25][CH2:26][CH2:27][CH2:28][CH3:29])[C:13]3[C:17]=2[N:16]=[C:15]2[CH2:18]CC[CH2:21][C:14]=32)C=CC=CC=1.C([O:33][CH2:34][CH3:35])(=O)C>C(O)C.[Pd]>[CH2:22]([CH:12]1[C:13]2=[C:14]3[CH2:21][CH2:35][CH:34]([OH:33])[CH2:18][C:15]3=[N:16][C:17]2=[CH:9][CH:10]=[CH:11]1)[CH2:23][CH2:24][CH2:25][CH2:26][CH2:27][CH2:28][CH3:29]. Reported procedure: The hydrogenation of 1,2,3,4-tetrahydro-6-phenylmethoxy-9-octyl-9H-dibenzo[b,d]pyrrole from Example 63 was carried out at atmospheric pressure and at room temperature. Thus, 12.5 g of this material dissolved in 125 mL of absolute ethanol and 75 mL of ethyl acetate was hydrogenated in the presence of 0.6 g of 10% Palladium on carbon. The mixture was filtered on celite, the solvents evaporated in vacuo and the residue was chromatographed on silica gel to give 9.5 g (98.5%) of 1,2,3,4-tetrahydro-9-... The reactants are N#Cc1cccc(Br)c1, CS(C)=O, [K+], [K+], O=C([O-])[O-], O, OO. The product is NC(=O)c1cccc(Br)c1. As a reaction SMILES: [Br:1][c:2]1[cH:3][c:4]([C:5]#[N:6])[cH:7][cH:8][cH:9]1.[CH3:19][S:20]([CH3:21])=[O:22].[K+:12].[K+:13].[O-:14][C:15]([O-:16])=[O:17].[OH2:18].[OH:10][OH:11]>>[Br:1][c:2]1[cH:3][c:4]([C:5]([NH2:6])=[O:14])[cH:7][cH:8][cH:9]1. Starting materials: NCCC1=CC=C(C=C1)NC(=O)C=1C=C(C=CC1)S(=O)(=O)C=1C=C2C(=C(C=NC2=C(C1)C)C(=O)N)NC1=CC(=CC=C1)OC (6-[[3-[[4-(2-Aminoethyl)phenyl]carbamoyl]phenyl]sulfonyl]-4-[(3-methoxyphenyl)amino]-8-methylquinoline-3-carboxamide), C(C1=CC=CC=C1)OC=1C=CC(=C2C=CC(NC12)=O)[C@H](CBr)O[Si](C)(C)C(C)(C)C ((R)-8-(benzyloxy)-5-[2-bromo-1-[(tert-butyldimethylsilyl)oxy]ethyl]quinolin-2(1H)-one), [I-].[Na+] (sodium iodide), C(=O)([O-])[O-].[K+].[K+] (K2CO3). Run in O (H2O), CN(C)C=O (DMF), C(C)#N (acetonitrile). Conditions: temperature 100 celsius. Product: C(C1=CC=CC=C1)OC=1C=CC(=C2C=CC(NC12)=O)[C@H](CNCCC1=CC=C(C=C1)NC(=O)C=1C=C(C=CC1)S(=O)(=O)C=1C=C2C(=C(C=NC2=C(C1)C)C(=O)N)NC1=CC(=CC=C1)OC)O[Si](C)(C)C(C)(C)C ((R)-6-[[3-[[4-[2-[[2-[8-(Benzyloxy)-2-oxo-1,2-dihydroquinolin-5-yl]-2-[(tert-butyldimethylsilyl)oxy]ethyl]amino]ethyl]phenyl]carbamoyl]-phenyl]sulfonyl]-4-[(3-methoxyphenyl)amino]-8-methylquinoline-3-carboxamide). As a reaction SMILES: [NH2:1][CH2:2][CH2:3][C:4]1[CH:9]=[CH:8][C:7]([NH:10][C:11]([C:13]2[CH:14]=[C:15]([S:19]([C:22]3[CH:23]=[C:24]4[C:29](=[C:30]([CH3:32])[CH:31]=3)[N:28]=[CH:27][C:26]([C:33]([NH2:35])=[O:34])=[C:25]4[NH:36][C:37]3[CH:42]=[CH:41][CH:40]=[C:39]([O:43][CH3:44])[CH:38]=3)(=[O:21])=[O:20])[CH:16]=[CH:17][CH:18]=2)=[O:12])=[CH:6][CH:5]=1.[CH2:45]([O:52][C:53]1[CH:54]=[CH:55][C:56]([C@@H:64]([O:67][Si:68]([C:71]([CH3:74])([CH3:73])[CH3:72])([CH3:70])[CH3:69])[CH2:65]Br)=[C:57]2[C:62]=1[NH:61][C:60](=[O:63])[CH:59]=[CH:58]2)[C:46]1[CH:51]=[CH:50][CH:49]=[CH:48][CH:47]=1.[I-].[Na+].C([O-])([O-])=O.[K+].[K+]>O.CN(C=O)C.C(#N)C>[CH2:45]([O:52][C:53]1[CH:54]=[CH:55][C:56]([C@@H:64]([O:67][Si:68]([C:71]([CH3:72])([CH3:74])[CH3:73])([CH3:70])[CH3:69])[CH2:65][NH:1][CH2:2][CH2:3][C:4]2[CH:9]=[CH:8][C:7]([NH:10][C:11]([C:13]3[CH:14]=[C:15]([S:19]([C:22]4[CH:23]=[C:24]5[C:29](=[C:30]([CH3:32])[CH:31]=4)[N:28]=[CH:27][C:26]([C:33]([NH2:35])=[O:34])=[C:25]5[NH:36][C:37]4[CH:42]=[CH:41][CH:40]=[C:39]([O:43][CH3:44])[CH:38]=4)(=[O:20])=[O:21])[CH:16]=[CH:17][CH:18]=3)=[O:12])=[CH:6][CH:5]=2)=[C:57]2[C:62]=1[NH:61][C:60](=[O:63])[CH:59]=[CH:58]2)[C:46]1[CH:47]=[CH:48][CH:49]=[CH:50][CH:51]=1 |f:2.3,4.5.6|. Procedure: Intermediate 94 (206 mg, 0.258 mmol) was combined with (R)-8-(benzyloxy)-5-[2-bromo-1-[(tert-butyldimethylsilyl)oxy]ethyl]quinolin-2(1H)-one (115 mg, 0.235 mmol), sodium iodide (20 mg, 0.133 mmol), and K2CO3 (97 mg, 0.705 mmol) in a mixture of anhydrous acetonitrile (1.0 mL) and anhydrous DMF (0.5 mL) and was heated to 100° C. in a microwave for 2 h. The reaction was poured into H2O and extracted repeatedly into EtOAc. Flash chromatography (0-15% MeOH/CH2Cl2) gave the title compound as a yellow ... Reactants: CNC(=O)Cn1c2c(c3ccccc31)CCN(C(=O)OC(C)(C)C)C2, COc1ccccc1, ClCCl, O=C(O)C(F)(F)F. Yields the product CNC(=O)Cn1c2c(c3ccccc31)CCNC2. RXN SMILES: [C:1]([O:2][C:3](=[O:4])[N:8]1[CH2:9][c:10]2[n:11]([CH2:21][C:22]([NH:23][CH3:24])=[O:25])[c:12]3[cH:13][cH:14][cH:15][cH:16][c:17]3[c:18]2[CH2:19][CH2:20]1)([CH3:5])([CH3:6])[CH3:7].[CH3:26][O:27][c:28]1[cH:29][cH:30][cH:31][cH:32][cH:33]1.[Cl:41][CH2:42][Cl:43].[OH:34][C:35]([C:36]([F:37])([F:38])[F:39])=[O:40]>>[NH:8]1[CH2:9][c:10]2[n:11]([CH2:21][C:22]([NH:23][CH3:24])=[O:25])[c:12]3[cH:13][cH:14][cH:15][cH:16][c:17]3[c:18]2[CH2:19][CH2:20]1. The reactants are O (water), ClC1=NC=C(C(=N1)NC=1C=C(C=CC1)N(C(OC(C)(C)C)=O)C)F (tert-butyl (3-((2-chloro-5-fluoropyrimidin-4-yl)amino)phenyl)(methyl)carbamate), COCCOCOCCOC1=CC=C(N)C=C1 (4-(2-((2-methoxyethoxy)methoxy)ethoxy)aniline), C(=O)([O-])[O-].[Cs+].[Cs+] (Cs2CO3). The solvent is O1CCOCC1 (1,4-dioxane). Run at temperature 80 celsius, time 3.5 hour. Product: FC=1C(=NC(=NC1)NC1=CC=C(C=C1)OCCOCOCCOC)NC=1C=C(C=CC1)N(C(OC(C)(C)C)=O)C (tert-butyl (3-((5-fluoro-2-((4-(2-((2-methoxyethoxy)methoxy)ethoxy)phenyl)amino)pyrimidin-4-yl)amino)phenyl)(methyl)carbamate). Yield: 57.5%. Reaction SMILES: Cl[C:2]1[N:7]=[C:6]([NH:8][C:9]2[CH:10]=[C:11]([N:15]([CH3:23])[C:16](=[O:22])[O:17][C:18]([CH3:21])([CH3:20])[CH3:19])[CH:12]=[CH:13][CH:14]=2)[C:5]([F:24])=[CH:4][N:3]=1.[CH3:25][O:26][CH2:27][CH2:28][O:29][CH2:30][O:31][CH2:32][CH2:33][O:34][C:35]1[CH:41]=[CH:40][C:38]([NH2:39])=[CH:37][CH:36]=1.C([O-])([O-])=O.[Cs+].[Cs+].O>O1CCOCC1>[F:24][C:5]1[C:6]([NH:8][C:9]2[CH:10]=[C:11]([N:15]([CH3:23])[C:16](=[O:22])[O:17][C:18]([CH3:21])([CH3:20])[CH3:19])[CH:12]=[CH:13][CH:14]=2)=[N:7][C:2]([NH:39][C:38]2[CH:37]=[CH:36][C:35]([O:34][CH2:33][CH2:32][O:31][CH2:30][O:29][CH2:28][CH2:27][O:26][CH3:25])=[CH:41][CH:40]=2)=[N:3][CH:4]=1 |f:2.3.4|. Reported procedure: In a 25 ml 3-Neck RBF, tert-butyl (3-((2-chloro-5-fluoropyrimidin-4-yl)amino)phenyl)(methyl)carbamate (0.88 g), 4-(2-((2-methoxyethoxy)methoxy)ethoxy)aniline (0.901 g), Cs2CO3 (1.21 g) and Xantphose (0.144 g) were added in degassed 1,4-dioxane (10 mL) and the reaction mixture was degassed under argon for 30 minutes. Palladium(II)acetate (0.055 g) was added to reaction mixture and again it was degassed for 30 minutes. The reaction mixture was heated to 80° C. and stirred for 3.5 h. The reaction w... Starting materials: IC1=C(OC(C)CCCCCCCCCCCCC)C(=CC(=C1)I)I (2-(2,4,6-triiodophenoxy)pentadecane), CS(=O)(=O)OC(C)CCCCCCC (2-methanesulfonyloxynonane), C=1C(=CC(=C(C1I)O)I)I (triiodophenol), C([O-])([O-])=O.[K+].[K+] (potassium carbonate), IC1=C(OC(C)CCCCCCCCCCCCC)C(=CC(=C1)I)I (2-(2,4,6-triiodophenoxy)pentadecane). The solvent is hexanes, CN(C)C=O (DMF). Product: IC1=C(OC(C)CCCCCCC)C(=CC(=C1)I)I (2-(2,4,6-triiodophenoxy)nonane). Isolated yield 68.0%. RXN SMILES: CS(OC(CCCCCCC)C)(=O)=O.C1C(I)=CC(I)=C(O)C=1I.C(=O)([O-])[O-].[K+].[K+].[I:31][C:32]1[CH:53]=[C:52]([I:54])[CH:51]=[C:50]([I:55])[C:33]=1[O:34][CH:35]([CH2:37][CH2:38][CH2:39][CH2:40][CH2:41][CH2:42][CH2:43]CCCCCC)[CH3:36]>CN(C=O)C>[I:31][C:32]1[CH:53]=[C:52]([I:54])[CH:51]=[C:50]([I:55])[C:33]=1[O:34][CH:35]([CH2:37][CH2:38][CH2:39][CH2:40][CH2:41][CH2:42][CH3:43])[CH3:36] |f:2.3.4|. Reported procedure: The 2-methanesulfonyloxynonane (22.8 g, 102 mmol), triiodophenol (48.8 g, 103 mmol) and potassium carbonate (14.2 g, 103 mmol) were reacted in DMF (206 ml) as per 2-(2,4,6-triiodophenoxy)pentadecane except at an oil bath temperature of 82° C. for 14 hrs. The reaction was processed as for 2-(2,4,6-triiodophenoxy)pentadecane to provide a light brown oil. Flash column chromatography (silica, hexanes) provided 2-(2,4,6-triiodophenoxy)nonane (40.8 g, 68.0%). Starting materials: CC(=O)O, CC(=O)O[BH-](OC(C)=O)OC(C)=O, O=C([O-])O, CO, Cc1cc(NC(=O)CCN2CCC(OC(=O)Nc3ccccc3-c3ccccc3)CC2)c(C)cc1C=O, ClCCl, Cl, CC(C)(C)[Si](C)(C)OC(CN)c1ccc(O)c(NC=O)c1, [Na+], [Na+]. Yields the product Cc1cc(NC(=O)CCN2CCC(OC(=O)Nc3ccccc3-c3ccccc3)CC2)c(C)cc1CNCC(O[Si](C)(C)C(C)(C)C)c1ccc(O)c(NC=O)c1. As a reaction SMILES: [C:39]([OH:40])(=[O:41])[CH3:42].[C:64]([O:65][BH-:66]([O:67][C:68](=[O:69])[CH3:70])[O:71][C:72](=[O:73])[CH3:74])(=[O:75])[CH3:76].[C:78](=[O:79])([OH:80])[O-:81].[CH3:86][OH:87].[CH:2](=[O:3])[c:4]1[cH:5][c:6]([CH3:38])[c:7]([NH:11][C:12](=[O:13])[CH2:14][CH2:15][N:16]2[CH2:17][CH2:18][CH:19]([O:22][C:23]([NH:24][c:25]3[c:26](-[c:31]4[cH:32][cH:33][cH:34][cH:35][cH:36]4)[cH:27][cH:28][cH:29][cH:30]3)=[O:37])[CH2:20][CH2:21]2)[cH:8][c:9]1[CH3:10].[Cl:83][CH2:84][Cl:85].[ClH:1].[NH2:43][CH2:44][CH:45]([O:46][Si:47]([CH3:48])([CH3:49])[C:50]([CH3:51])([CH3:52])[CH3:53])[c:54]1[cH:55][cH:56][c:57]([OH:63])[c:58]([NH:60][CH:61]=[O:62])[cH:59]1.[Na+:77].[Na+:82]>>[c:4]1([CH2:39][NH:43][CH2:44][CH:45]([O:46][Si:47]([CH3:48])([CH3:49])[C:50]([CH3:51])([CH3:52])[CH3:53])[c:54]2[cH:55][cH:56][c:57]([OH:63])[c:58]([NH:60][CH:61]=[O:62])[cH:59]2)[cH:5][c:6]([CH3:38])[c:7]([NH:11][C:12](=[O:13])[CH2:14][CH2:15][N:16]2[CH2:17][CH2:18][CH:19]([O:22][C:23]([NH:24][c:25]3[c:26](-[c:31]4[cH:32][cH:33][cH:34][cH:35][cH:36]4)[cH:27][cH:28][cH:29][cH:30]3)=[O:37])[CH2:20][CH2:21]2)[cH:8][c:9]1[CH3:10]. The reactants are FC(C(=O)O)(F)F (trifluoroacetic acid), ClC=1C=C(C=CC1)S(=O)(=O)N1C=C(C=C1C1=CC=CC=C1)CN(C(OC(C)(C)C)=O)C (tert-Butyl {{1-[(3-chlorophenyl)sulfonyl]-5-phenyl-1H-pyrrol-3-yl}methyl}methylcarbamate), C(O)([O-])=O.[Na+] (sodium hydrogencarbonate). The solvent is ClCCl (dichloromethane). Run at time 15 minute. Product: Cl.ClC=1C=C(C=CC1)S(=O)(=O)N1C=C(C=C1C1=CC=CC=C1)CNC (1-{1-[(3-Chlorophenyl)sulfonyl]-5-phenyl-1H-pyrrol-3-yl}-N-methylmethanamine hydrochloride). The yield is 103.6%. RXN SMILES: [Cl:1][C:2]1[CH:3]=[C:4]([S:8]([N:11]2[C:15]([C:16]3[CH:21]=[CH:20][CH:19]=[CH:18][CH:17]=3)=[CH:14][C:13]([CH2:22][N:23](C)[C:24](=O)OC(C)(C)C)=[CH:12]2)(=[O:10])=[O:9])[CH:5]=[CH:6][CH:7]=1.FC(F)(F)C(O)=O.C(=O)([O-])O.[Na+]>ClCCl>[ClH:1].[Cl:1][C:2]1[CH:3]=[C:4]([S:8]([N:11]2[C:15]([C:16]3[CH:21]=[CH:20][CH:19]=[CH:18][CH:17]=3)=[CH:14][C:13]([CH2:22][NH:23][CH3:24])=[CH:12]2)(=[O:9])=[O:10])[CH:5]=[CH:6][CH:7]=1 |f:2.3,5.6|. Procedure: tert-Butyl {{1-[(3-chlorophenyl)sulfonyl]-5-phenyl-1H-pyrrol-3-yl}methyl}methylcarbamate (726 mg) was dissolved in dichloromethane (3 ml), trifluoroacetic acid (2 ml) was added at 0° C., and the mixture was stirred at room temperature for 15 min. The reaction solution was basified by the dropwise addition to 6% aqueous sodium hydrogencarbonate solution, and the mixture was extracted with ethyl acetate. The organic layer was washed with saturated brine, dried over anhydrous sodium sulfate, and co... As a reaction SMILES: [CH2:32]([CH:33]([CH3:34])[CH3:35])[NH2:36].[NH2:1][c:2]1[n:3][c:4]2[n:5]([CH2:21][c:22]3[n:23][cH:24][c:25]([CH3:31])[c:26]([O:29][CH3:30])[c:27]3[CH3:28])[n:6][c:7]3[c:13]2[c:11]([n:12]1)[S:10][CH:9]([C:14](=[O:15])[NH:16][CH2:17][CH2:18][CH2:19][Cl:20])[CH2:8]3>>[NH2:1][c:2]1[n:3][c:4]2[n:5]([CH2:21][c:22]3[n:23][cH:24][c:25]([CH3:31])[c:26]([O:29][CH3:30])[c:27]3[CH3:28])[n:6][c:7]3[c:13]2[c:11]([n:12]1)[S:10][CH:9]([C:14](=[O:15])[NH:16][CH2:17][CH2:18][CH2:19][NH:36][CH2:32][CH:33]([CH3:34])[CH3:35])[CH2:8]3. Starting materials: CC(C)CN, COc1c(C)cnc(Cn2nc3c4c(nc(N)nc42)SC(C(=O)NCCCCl)C3)c1C. Yields the product COc1c(C)cnc(Cn2nc3c4c(nc(N)nc42)SC(C(=O)NCCCNCC(C)C)C3)c1C. Reactants: BrBr (bromine), FC1=C(N)C(=CC=C1)F (2,6-difluoroaniline), solution, [OH-].[K+] (potassium hydroxide). Solvent: C(Cl)(Cl)Cl (chloroform). Product: BrC1=CC(=C(N)C(=C1)F)F (4-bromo-2,6-difluoroaniline). The yield is 78.5%. As a reaction SMILES: [Br:1]Br.[F:3][C:4]1[CH:10]=[CH:9][CH:8]=[C:7]([F:11])[C:5]=1[NH2:6].[OH-].[K+]>C(Cl)(Cl)Cl>[Br:1][C:9]1[CH:10]=[C:4]([F:3])[C:5]([NH2:6])=[C:7]([F:11])[CH:8]=1 |f:2.3|. Reported procedure: 300 g of bromine was added drop-wise to 231 g of 2,6-difluoroaniline dissolved in 400 ml of chloroform. The mixture was refluxed for one hour and the reaction solution was poured into an aqueous 10% solution of potassium hydroxide. The potassium hydroxide was extracted with chloroform and the organic layer was washed with an aqueous 10% solution of potassium hydroxide and water. The chloroform was distilled off and the residue was distilled under reduced pressure (bp: 70°-80° C./4 mmHg) and recr...